From a dataset of the Open Reaction Database (ORD), a public repository of structured organic reaction records. describe an organic reaction: reactants, conditions, products, and yield The reactants are [BH3-]C#N, CC(C)=O, CC(=O)O, CO, COc1cccc(N)c1, [Na+]. Yields the product COc1cccc(NC(C)C)c1. As a reaction SMILES: [C:1]([BH3-:2])#[N:3].[CH3:14][C:15]([CH3:16])=[O:17].[CH3:18][C:19](=[O:20])[OH:21].[CH3:22][OH:23].[CH3:5][O:6][c:7]1[cH:8][c:9]([NH2:13])[cH:10][cH:11][cH:12]1.[Na+:4]>>[CH3:5][O:6][c:7]1[cH:8][c:9]([NH:13][CH:15]([CH3:14])[CH3:16])[cH:10][cH:11][cH:12]1.